Dataset: the Open Reaction Database (ORD), a public repository of structured organic reaction records. Task: describe an organic reaction: reactants, conditions, products, and yield The reactants are COC1=CCC(=CC1)CCCNCCC (1-methoxy-4-(3-n-propylamino)propyl-1,4-cyclohexadiene), [OH-].[Na+] (sodium hydroxide). Solvent: S(O)(O)(=O)=O (sulfuric acid). Product: C(CC)N1CCC[C@@H]2CCC(C[C@H]12)=O (cis-(±)-1-n-propyl-7-oxodecahydroquinoline). Yield: 22.7%. RXN SMILES: C[O:2][C:3]1[CH2:8][CH:7]=[C:6]([CH2:9][CH2:10][CH2:11][NH:12][CH2:13][CH2:14][CH3:15])[CH2:5][CH:4]=1.[OH-].[Na+]>S(=O)(=O)(O)O>[CH2:13]([N:12]1[C@@H:7]2[C@@H:6]([CH2:5][CH2:4][C:3](=[O:2])[CH2:8]2)[CH2:9][CH2:10][CH2:11]1)[CH2:14][CH3:15] |f:1.2|. Procedure: One hundred twenty-one grams of 1-methoxy-4-(3-n-propylamino)propyl-1,4-cyclohexadiene were dissolved in 1 l of 15% aqueous sulfuric acid. The acidic solution was refluxed for about 6 hours and was then poured over ice. The dilute acidic solution was made basic with 50% aqueous sodium hydroxide. The now-basic aqueous solution was extracted with methylene dichloride. The methylene dichloride extract was dried and the solvent removed therefrom to yield 25.6 g of cis-(±)-1-n-propyl-7-oxodecahydroqu...